Dataset: the Open Reaction Database (ORD), a public repository of structured organic reaction records. Task: describe an organic reaction: reactants, conditions, products, and yield The reactants are [BH4-], COCCOC, [Cl-], [Cl-], [Cl-], [Cl-], CCC(O)(CC)CC(=NO)C1(c2ccc(Cl)cc2)CCC1, N, [Na+], O, [Ti+4]. The product is CCC(O)(CC)CC(=N)C1(c2ccc(Cl)cc2)CCC1. As a reaction SMILES: [BH4-:1].[CH3:26][O:27][CH2:28][CH2:29][O:30][CH3:31].[Cl-:32].[Cl-:34].[Cl-:35].[Cl-:36].[Cl:3][c:4]1[cH:5][cH:6][c:7]([C:10]2([C:14]([CH2:15][C:16]([CH2:17][CH3:18])([OH:19])[CH2:20][CH3:21])=[N:22][OH:23])[CH2:11][CH2:12][CH2:13]2)[cH:8][cH:9]1.[NH3:25].[Na+:2].[OH2:24].[Ti+4:33]>>[Cl:3][c:4]1[cH:5][cH:6][c:7]([C:10]2([C:14]([CH2:15][C:16]([CH2:17][CH3:18])([OH:19])[CH2:20][CH3:21])=[NH:22])[CH2:11][CH2:12][CH2:13]2)[cH:8][cH:9]1. The reactants are ClC1=C(C(=O)NC=2C=CC=C3C(=NC=NC23)CC(=O)OCC)C(=CC=C1)Cl (8-(2,6-dichlorobenzoylamino)-4-ethoxycarbonylmethylquinazoline), [OH-].[Na+] (sodium hydroxide). The yield is 94.7%. The solvent is C(C)O (ethanol), O (water). Yields the product ClC1=C(C(=O)NC=2C=CC=C3C(=NC=NC23)C)C(=CC=C1)Cl (8-(2,6-dichlorobenzoylamino)-4-methylquinazoline). RXN SMILES: [Cl:1][C:2]1[CH:26]=[CH:25][CH:24]=[C:23]([Cl:27])[C:3]=1[C:4]([NH:6][C:7]1[CH:8]=[CH:9][CH:10]=[C:11]2[C:16]=1[N:15]=[CH:14][N:13]=[C:12]2[CH2:17]C(OCC)=O)=[O:5].[OH-].[Na+]>C(O)C.O>[Cl:27][C:23]1[CH:24]=[CH:25][CH:26]=[C:2]([Cl:1])[C:3]=1[C:4]([NH:6][C:7]1[CH:8]=[CH:9][CH:10]=[C:11]2[C:16]=1[N:15]=[CH:14][N:13]=[C:12]2[CH3:17])=[O:5] |f:1.2|. Procedure: A mixture of 8-(2,6-dichlorobenzoylamino)-4-ethoxycarbonylmethylquinazoline (90 mg) and 1N sodium hydroxide solution (1 ml) in ethanol (5 ml) was refluxed for 30 minutes. The mixture was diluted with water, and the resulting precipitate was collected by filtration and washed with water to give 8-(2,6-dichlorobenzoylamino)-4-methylquinazoline (70 mg). Reactants: C1(=CC=CC=C1)C(=CC=O)C (3-phenyl-2-butenal), C1(=CC=CC=C1)S(=O)(=O)C#N (benzenesulfonyl cyanide), B(OCCCC)(OCCCC)OCCCC (tributyl borate). Run at temperature 112 celsius. Yields the product C1(=CC=CC=C1)S(=O)(=O)C1=NC=CC(=C1)C1=CC=CC=C1 (2-benzenesulfonyl-4-phenylpyridine). The yield is 68.7%. Reaction SMILES: [C:1]1([C:7]([CH3:11])=[CH:8][CH:9]=O)[CH:6]=[CH:5][CH:4]=[CH:3][CH:2]=1.[C:12]1([S:18]([C:21]#[N:22])(=[O:20])=[O:19])[CH:17]=[CH:16][CH:15]=[CH:14][CH:13]=1.B(OCCCC)(OCCCC)OCCCC>>[C:12]1([S:18]([C:21]2[CH:11]=[C:7]([C:1]3[CH:6]=[CH:5][CH:4]=[CH:3][CH:2]=3)[CH:8]=[CH:9][N:22]=2)(=[O:19])=[O:20])[CH:13]=[CH:14][CH:15]=[CH:16][CH:17]=1. Procedure: First, 0.93 g (6.36 mmol) of 3-phenyl-2-butenal and 0.99 g (5.91 mmol) of benzenesulfonyl cyanide were introduced to a 3-necked flask (25 ml volume) equipped with a thermometer, a magnetic stirrer, a Dean-Stark water type distilling receiver, and a condenser tube. Toluene (5 ml) as the solvent and butanol (0.5 ml) were added, and 0.14 g (0.59 mmol) of tributyl borate was added. Then the mixture was heated under reflux for 2 hours while agitating at an internal temperature of 112° C. in a nitroge... The reactants are C(C)(C)(C)OC(N[C@@H](CC)C1=CC(=NC=C1)C(N)=O)=O ([(S)-1-(2-carbamoyl-pyridin-4-yl)-propyl]-carbamic acid tert-butyl ester). Reagents/catalysts: [Pd] (palladium on carbon). Run in CO (MeOH), C(C)(=O)O (acetic acid). Conditions: temperature 60 celsius, time 20 hour. Yields the product C(C)(C)(C)OC(N[C@@H](CC)C1CC(NCC1)C(N)=O)=O ([(S)-1-(2-carbamoyl-piperidin-4-yl)-propyl]-carbamic acid tert-butyl ester). RXN SMILES: [C:1]([O:5][C:6](=[O:20])[NH:7][C@H:8]([C:11]1[CH:16]=[CH:15][N:14]=[C:13]([C:17](=[O:19])[NH2:18])[CH:12]=1)[CH2:9][CH3:10])([CH3:4])([CH3:3])[CH3:2]>CO.C(O)(=O)C.[Pd]>[C:1]([O:5][C:6](=[O:20])[NH:7][C@H:8]([CH:11]1[CH2:16][CH2:15][NH:14][CH:13]([C:17](=[O:19])[NH2:18])[CH2:12]1)[CH2:9][CH3:10])([CH3:2])([CH3:3])[CH3:4]. Reported procedure: A solution of [(S)-1-(2-carbamoyl-pyridin-4-yl)-propyl]-carbamic acid tert-butyl ester (1 g, 3.58 mmol) in MeOH (16.6 mL) and glacial acetic acid (3.3 mL) was added to a flask containing 10% palladium on carbon (0.38 g, 0.36 mmol) under nitrogen. The reaction was stirred at 60° C. under hydrogen at 400 psi using a Biotage Endeavour Argonaut instrument. After 20 hours, the reaction was filtered and concentrated. The crude material was diluted with EtOAc (100 mL), washed with saturated sodium carb...